Dataset: the Open Reaction Database (ORD), a public repository of structured organic reaction records. Task: describe an organic reaction: reactants, conditions, products, and yield Reactants: NC=1C(=NC=CC1)O (3-amino-2-hydroxy pyridine), C(#N)CC1=CC=C(C(=O)Cl)C=C1 (4-cyanomethyl benzoyl chloride). Run in N1=CC=CC=C1 (pyridine). Reaction conditions: time 8 hour. Product: C(#N)CC1=CC=C(C=C1)C=1OC2=NC=CC=C2N1 (2-(4-cyanomethylphenyl)oxazolo[5,4-b]pyridine). As a reaction SMILES: [NH2:1][C:2]1[C:3]([OH:8])=[N:4][CH:5]=[CH:6][CH:7]=1.[C:9]([CH2:11][C:12]1[CH:20]=[CH:19][C:15]([C:16](Cl)=O)=[CH:14][CH:13]=1)#[N:10]>N1C=CC=CC=1>[C:9]([CH2:11][C:12]1[CH:20]=[CH:19][C:15]([C:16]2[O:8][C:3]3[C:2]([N:1]=2)=[CH:7][CH:6]=[CH:5][N:4]=3)=[CH:14][CH:13]=1)#[N:10]. Procedure details: Ten grams of 4-(cyanomethyl)benzoic acid is refluxed in 70 mls. of thionyl chloride for four hours. The solvents are removed leaving a residue of 4-cyanomethylbenzoyl chloride. To a solution of 5.5 g. of 3-amino-2-hydroxy pyridine in cold pyridine there is added slowly, with cooling, 8 g. of 4-cyanomethyl benzoyl chloride. The mixture is allowed to come to room temperature and stirred overnight. The mixture is added to 300 ml. of ice and the solid amide separated by filtration and recrystallized... Starting materials: C(C(C)C)OC(=O)N(S(=O)(=O)C1=C(C=CC=C1)I)C1=NC=C(N=C1OC)C (N-(isobutoxycarbonyl)-N-(3-methoxy-5-methyl-2-pyrazinyl)-2-iodobenzenesulphonamide), C1(=CC=CC=C1)C (toluene), C(C)O (ethanol), C([O-])([O-])=O.[Na+].[Na+] (sodium carbonate). Reagents/catalysts: C=1C=CC(=CC1)[P](C=2C=CC=CC2)(C=3C=CC=CC3)[Pd]([P](C=4C=CC=CC4)(C=5C=CC=CC5)C=6C=CC=CC6)([P](C=7C=CC=CC7)(C=8C=CC=CC8)C=9C=CC=CC9)[P](C=1C=CC=CC1)(C=1C=CC=CC1)C=1C=CC=CC1 (tetrakis(triphenylphosphine)palladium(0)). Run in O (Water). Yields the product C(C(C)C)OC(=O)N(S(=O)(=O)C=1C(=CC=CC1)C1=CC=C(C=C1)C)C1=NC=C(N=C1OC)C (N-(isobutoxycarbonyl)-N-(3-methoxy-5-methyl-2-pyrazinyl)-4'-methyl-2-biphenylsulphonamide). As a reaction SMILES: [CH2:1]([O:5][C:6]([N:8]([C:19]1[C:24]([O:25][CH3:26])=[N:23][C:22]([CH3:27])=[CH:21][N:20]=1)[S:9]([C:12]1[CH:17]=[CH:16][CH:15]=[CH:14][C:13]=1I)(=[O:11])=[O:10])=[O:7])[CH:2]([CH3:4])[CH3:3].[C:28]1([CH3:34])[CH:33]=[CH:32][CH:31]=[CH:30][CH:29]=1.C(O)C.C(=O)([O-])[O-].[Na+].[Na+]>C1C=CC([P]([Pd]([P](C2C=CC=CC=2)(C2C=CC=CC=2)C2C=CC=CC=2)([P](C2C=CC=CC=2)(C2C=CC=CC=2)C2C=CC=CC=2)[P](C2C=CC=CC=2)(C2C=CC=CC=2)C2C=CC=CC=2)(C2C=CC=CC=2)C2C=CC=CC=2)=CC=1.O>[CH2:1]([O:5][C:6]([N:8]([C:19]1[C:24]([O:25][CH3:26])=[N:23][C:22]([CH3:27])=[CH:21][N:20]=1)[S:9]([C:12]1[C:13]([C:31]2[CH:32]=[CH:33][C:28]([CH3:34])=[CH:29][CH:30]=2)=[CH:14][CH:15]=[CH:16][CH:17]=1)(=[O:11])=[O:10])=[O:7])[CH:2]([CH3:4])[CH3:3] |f:3.4.5,^1:47,49,68,87|. Reported procedure: A mixture of N-(isobutoxycarbonyl)-N-(3-methoxy-5-methyl-2-pyrazinyl)-2-iodobenzenesulphonamide (0.252 g) 4-methylbenzeneboronic acid (0.068 g), tetrakis(triphenylphosphine)palladium(0) (0.0115 g), toluene (2.5 ml), ethanol (1.25 ml) and 2M sodium carbonate solution (3.75 ml) was stirred vigorously and heated under reflux for 2 hours under an atmosphere of argon. Water (10 ml) was added and the mixture was extracted with ethyl acetate (2×10 ml). The combined extracts were washed with saturated s... Reactants: COC(=O)CC(=O)OC, CC(C)(C)O, CC(C)(C)[O-], O=[N+]([O-])c1cc(C(F)(F)F)ccc1Cl, [K+]. The product is COC(=O)C(C(=O)OC)c1ccc(C(F)(F)F)cc1[N+](=O)[O-]. Reaction SMILES: [C:1]([CH2:2][C:3](=[O:4])[O:5][CH3:6])(=[O:7])[O:8][CH3:9].[C:30]([OH:31])([CH3:32])([CH3:33])[CH3:34].[CH3:10][C:11]([CH3:12])([O-:13])[CH3:14].[Cl:16][c:17]1[c:18]([N+:27](=[O:28])[O-:29])[cH:19][c:20]([C:23]([F:24])([F:25])[F:26])[cH:21][cH:22]1.[K+:15]>>[C:1]([CH:2]([C:3](=[O:4])[O:5][CH3:6])[c:17]1[c:18]([N+:27](=[O:28])[O-:29])[cH:19][c:20]([C:23]([F:24])([F:25])[F:26])[cH:21][cH:22]1)(=[O:7])[O:8][CH3:9]. Starting materials: IC=1C=CC2=C(C(=NCC(N2)=O)C2=NC=CC=C2)C1 (7-iodo-5-(2-pyridyl)-3H-1,4-benzodiazepin-2(1H)-one), COC=1C=CC(=CC1)P2(=S)SP(=S)(S2)C=3C=CC(=CC3)OC (Lawesson reagent), C(O)([O-])=O.[Na+] (sodium hydrogen carbonate), O (water). The solvent is CN(P(N(C)C)(N(C)C)=O)C (hexamethylphosphoric acid triamide). Conditions: temperature 105 celsius, time 3.5 hour. Product: IC=1C=CC2=C(C(=NCC(N2)=S)C2=NC=CC=C2)C1 (7-iodo-5-(2-pyridyl)-3H-1,4-benzodiazepine-2(1H)-thione). Reaction SMILES: [I:1][C:2]1[CH:3]=[CH:4][C:5]2[NH:11][C:10](=O)[CH2:9][N:8]=[C:7]([C:13]3[CH:18]=[CH:17][CH:16]=[CH:15][N:14]=3)[C:6]=2[CH:19]=1.COC1C=CC(P2(SP(C3C=CC(OC)=CC=3)(=S)S2)=[S:29])=CC=1.C(=O)([O-])O.[Na+].O>CN(C)P(=O)(N(C)C)N(C)C>[I:1][C:2]1[CH:3]=[CH:4][C:5]2[NH:11][C:10](=[S:29])[CH2:9][N:8]=[C:7]([C:13]3[CH:18]=[CH:17][CH:16]=[CH:15][N:14]=3)[C:6]=2[CH:19]=1 |f:2.3|. Reported procedure: A solution of 3.45 g of 7-iodo-5-(2-pyridyl)-3H-1,4-benzodiazepin-2(1H)-one in 80 ml of hexamethylphosphoric acid triamide (HMPT) was treated with 4.24 g of Lawesson reagent and the mixture was stirred at 105° C. for 3.5 h. The reaction mixture was poured into 600 ml of saturated aqueous sodium hydrogen carbonate solution and 2 l of water. After stirring at room temperature for 30 min. the precipitate was filtered off. There were obtained 3.0 g of crude, yellow 7-iodo-5-(2-pyridyl)-3H-1,4-benzod... The reactants are ClC=1C=C2C(=NC1)N(C=C2C2=NC=C(C(=N2)NC2C(C(CCC2)C(=O)NCC)O)F)S(=O)(=O)C2=CC=C(C=C2)C (3-[[2-[5-chloro-1-(p-tolylsulfonyl)pyrrolo[2,3-b]pyridin-3-yl]-5-fluoro-pyrimidin-4-yl]amino]-N-ethyl-2-hydroxy-cyclohexanecarboxamide), ClC=1C=C2C(=NC1)N(C=C2C2=NC=C(C(=N2)NC2C(C(CCC2)C(=O)NCC)O)F)S(=O)(=O)C2=CC=C(C=C2)C (3-[[2-[5-chloro-1-(p-tolylsulfonyl)pyrrolo[2,3-b]pyridin-3-yl]-5-fluoro-pyrimidin-4-yl]amino]-N-ethyl-2-hydroxy-cyclohexanecarboxamide), C[O-].[Na+] (NaOMe). Run in CO (MeOH). Yields the product ClC=1C=C2C(=NC1)NC=C2C2=NC=C(C(=N2)NC2C(C(CCC2)C(=O)NCC)O)F (3-[[2-(5-chloro-1H-pyrrolo[2,3-b]pyridin-3-yl)-5-fluoro-pyrimidin-4-yl]amino]-N-ethyl-2-hydroxy-cyclohexanecarboxamide). Reaction SMILES: [Cl:1][C:2]1[CH:3]=[C:4]2[C:10]([C:11]3[N:16]=[C:15]([NH:17][CH:18]4[CH2:23][CH2:22][CH2:21][CH:20]([C:24]([NH:26][CH2:27][CH3:28])=[O:25])[CH:19]4[OH:29])[C:14]([F:30])=[CH:13][N:12]=3)=[CH:9][N:8](S(C3C=CC(C)=CC=3)(=O)=O)[C:5]2=[N:6][CH:7]=1.C[O-].[Na+]>CO>[Cl:1][C:2]1[CH:3]=[C:4]2[C:10]([C:11]3[N:16]=[C:15]([NH:17][CH:18]4[CH2:23][CH2:22][CH2:21][CH:20]([C:24]([NH:26][CH2:27][CH3:28])=[O:25])[CH:19]4[OH:29])[C:14]([F:30])=[CH:13][N:12]=3)=[CH:9][NH:8][C:5]2=[N:6][CH:7]=1 |f:1.2|. Procedure: 3-[[2-[5-chloro-1-(p-tolylsulfonyl)pyrrolo[2,3-b]pyridin-3-yl]-5-fluoro-pyrimidin-4-yl]amino]-N-ethyl-2-hydroxy-cyclohexanecarboxamide, 65c, was treated with NaOMe in MeOH. The product was purified by preparatory HPLC to provide 3-[[2-(5-chloro-1H-pyrrolo[2,3-b]pyridin-3-yl)-5-fluoro-pyrimidin-4-yl]amino]-N-ethyl-2-hydroxy-cyclohexanecarboxamide as a mixture of stereoisomers. LCMS: 433.35 (M+1). Reactants: C=CCn1c(-c2ccccc2C=C)c(C2CCCCC2)c2ccc(C(=O)OC)cc21, ClCCl. Product: COC(=O)c1ccc2c(C3CCCCC3)c3n(c2c1)CC=Cc1ccccc1-3. Reaction SMILES: [CH2:1]([CH:2]=[CH2:3])[n:4]1[c:5](-[c:23]2[c:24]([CH:29]=[CH2:30])[cH:25][cH:26][cH:27][cH:28]2)[c:6]([CH:17]2[CH2:18][CH2:19][CH2:20][CH2:21][CH2:22]2)[c:7]2[cH:8][cH:9][c:10]([C:13](=[O:14])[O:15][CH3:16])[cH:11][c:12]12.[Cl:31][CH2:32][Cl:33]>>[CH2:1]1[n:4]2[c:5]([c:6]([CH:17]3[CH2:18][CH2:19][CH2:20][CH2:21][CH2:22]3)[c:7]3[cH:8][cH:9][c:10]([C:13](=[O:14])[O:15][CH3:16])[cH:11][c:12]23)-[c:23]2[c:24]([cH:25][cH:26][cH:27][cH:28]2)[CH:29]=[CH:30]1. The reactants are CCO, N#CCc1cccc([N+](=O)[O-])c1. Product: N#CCc1cccc(N)c1. As a reaction SMILES: [CH3:13][CH2:14][OH:15].[N+:1]([O-:2])(=[O:3])[c:4]1[cH:5][c:6]([CH2:10][C:11]#[N:12])[cH:7][cH:8][cH:9]1>>[NH2:1][c:4]1[cH:5][c:6]([CH2:10][C:11]#[N:12])[cH:7][cH:8][cH:9]1.